Dataset: the Open Reaction Database (ORD), a public repository of structured organic reaction records. Task: describe an organic reaction: reactants, conditions, products, and yield Procedure details: Prepared from rac-2-chloro-N-[2-(chroman-4-ylamino)-4H-benzo[d][1,3]oxazin-6-yl]-acetamide (Example 120, step A) (186 mg, 0.50 mmol; HPLC 1.092 min) and morpholine (0.87 ml, 10 mmol) according to the procedure described for Example 3 step B. Obtained the title compound as a white foam (217 mg, 100%; HPLC 0.504 min), MS (ISP) m/e=423.2 [(M+H)+]. As a reaction SMILES: Cl[CH2:2][C:3]([NH:5][C:6]1[CH:26]=[CH:25][C:9]2[N:10]=[C:11]([NH:14][CH:15]3[C:24]4[C:19](=[CH:20][CH:21]=[CH:22][CH:23]=4)[O:18][CH2:17][CH2:16]3)[O:12][CH2:13][C:8]=2[CH:7]=1)=[O:4].[NH:27]1[CH2:32][CH2:31][O:30][CH2:29][CH2:28]1>>[O:18]1[C:19]2[C:24](=[CH:23][CH:22]=[CH:21][CH:20]=2)[CH:15]([NH:14][C:11]2[O:12][CH2:13][C:8]3[CH:7]=[C:6]([NH:5][C:3](=[O:4])[CH2:2][N:27]4[CH2:32][CH2:31][O:30][CH2:29][CH2:28]4)[CH:26]=[CH:25][C:9]=3[N:10]=2)[CH2:16][CH2:17]1. Yields the product O1CCC(C2=CC=CC=C12)NC=1OCC2=C(N1)C=CC(=C2)NC(CN2CCOCC2)=O (N-[2-(Chroman-4-ylamino)-4H-benzo[d][1,3]oxazin-6-yl]-2-morpholin-4-yl-acetamide). Starting materials: ClCC(=O)NC1=CC2=C(N=C(OC2)NC2CCOC3=CC=CC=C23)C=C1 (rac-2-Chloro-N-[2-(chroman-4-ylamino)-4H-benzo[d][1,3]oxazin-6-yl]-acetamide), N1CCOCC1 (morpholine). The yield is 102.7%. Starting materials: COc1ccc(-c2cncc(C#N)c2Cl)cc1OC, Cc1ccc(N)c2[nH]ccc12, CCO, [NH4+], [OH-]. Product: COc1ccc(-c2cncc(C#N)c2Nc2ccc(C)c3cc[nH]c23)cc1OC. As a reaction SMILES: [CH3:1][O:2][c:3]1[cH:4][c:5](-[c:11]2[cH:12][n:13][cH:14][c:15]([C:16]#[N:17])[c:18]2[Cl:19])[cH:6][cH:7][c:8]1[O:9][CH3:10].[CH3:20][c:21]1[c:22]2[cH:23][cH:24][nH:25][c:26]2[c:27]([NH2:30])[cH:28][cH:29]1.[CH3:33][CH2:34][OH:35].[NH4+:32].[OH-:31]>>[CH3:1][O:2][c:3]1[cH:4][c:5](-[c:11]2[cH:12][n:13][cH:14][c:15]([C:16]#[N:17])[c:18]2[NH:30][c:27]2[c:26]3[c:22]([c:21]([CH3:20])[cH:29][cH:28]2)[cH:23][cH:24][nH:25]3)[cH:6][cH:7][c:8]1[O:9][CH3:10]. Reactants: NCC(=O)NC(c1cccc(F)c1)c1cccc(F)c1, O=C(O)c1cccc(F)c1. The product is O=C(CNC(=O)c1cccc(F)c1)NC(c1cccc(F)c1)c1cccc(F)c1. Reaction SMILES: [NH2:1][CH2:2][C:3](=[O:4])[NH:5][CH:6]([c:7]1[cH:8][c:9]([F:13])[cH:10][cH:11][cH:12]1)[c:14]1[cH:15][c:16]([F:20])[cH:17][cH:18][cH:19]1.[OH:21][C:22](=[O:23])[c:24]1[cH:25][cH:26][cH:27][c:28]([F:29])[cH:30]1>>[NH:1]([CH2:2][C:3](=[O:4])[NH:5][CH:6]([c:7]1[cH:8][c:9]([F:13])[cH:10][cH:11][cH:12]1)[c:14]1[cH:15][c:16]([F:20])[cH:17][cH:18][cH:19]1)[C:22](=[O:21])[c:24]1[cH:25][cH:26][cH:27][c:28]([F:29])[cH:30]1. The reactants are COC1=CC(CCC1)=O (3-methoxy-2-cyclohexenone), Cl (hydrochloric acid), C(CCC)[Li] (Butyllithium), C1(CCCCCN1)=O (caprolactam). The solvent is O1CCCC1 (tetrahydrofuran), O1CCCC1 (tetrahydrofuran). Run at time 50 minute. Product: O=C1C=C(CCC1)C1C(NCCCC1)=O (Hexahydro-3-(3-oxocyclohexen-1-yl)-2H-azepin-2-one). RXN SMILES: C([Li])CCC.[C:6]1(=[O:13])[NH:12][CH2:11][CH2:10][CH2:9][CH2:8][CH2:7]1.C[O:15][C:16]1[CH2:21][CH2:20][CH2:19][C:18](=O)[CH:17]=1.Cl>O1CCCC1>[O:15]=[C:16]1[CH2:21][CH2:20][CH2:19][C:18]([CH:7]2[CH2:8][CH2:9][CH2:10][CH2:11][NH:12][C:6]2=[O:13])=[CH:17]1. Procedure: Butyllithium (143 ml of 1.4 molar solution in hexane) was added dropwise to a stirred solution of caprolactam (11.3 g) in dry tetrahydrofuran under nitrogen. After stirring for 50 minutes at 0°, 3-methoxy-2-cyclohexenone (12.6 g) in tetrahydrofuran was added. After a further 30 minutes the reaction was poured onto 5 M hydrochloric acid. The organic layer was separated and the aqueous layer was extracted with chloroform. The combined organic layers were dried over magnesium sulphate. Removal of t... Starting materials: C(C)OC(=O)C=1C(=NC2=CC=C(C=C2C1CC1=C(C=CC=C1)Cl)Cl)N1CCCC1 (6-chloro-4-(2-chloro-benzyl)-2-pyrrolidin-1-yl-quinoline-3-carboxylic acid ethyl ester), [OH-].[Na+] (NaOH), solid. Product: ClC=1C=C2C(=C(C(=NC2=CC1)N1CCCC1)C(=O)O)CC1=C(C=CC=C1)Cl (6-Chloro-4-(2-chloro-benzyl)-2-pyrrolidin-1-yl-quinoline-3-carboxylic acid). Reaction SMILES: C([O:3][C:4]([C:6]1[C:7]([N:25]2[CH2:29][CH2:28][CH2:27][CH2:26]2)=[N:8][C:9]2[C:14]([C:15]=1[CH2:16][C:17]1[CH:22]=[CH:21][CH:20]=[CH:19][C:18]=1[Cl:23])=[CH:13][C:12]([Cl:24])=[CH:11][CH:10]=2)=[O:5])C.[OH-].[Na+]>>[Cl:24][C:12]1[CH:13]=[C:14]2[C:9](=[CH:10][CH:11]=1)[N:8]=[C:7]([N:25]1[CH2:26][CH2:27][CH2:28][CH2:29]1)[C:6]([C:4]([OH:5])=[O:3])=[C:15]2[CH2:16][C:17]1[CH:22]=[CH:21][CH:20]=[CH:19][C:18]=1[Cl:23] |f:1.2|. Procedure details: The title compound was prepared in analogy to example 12 step B from 6-chloro-4-(2-chloro-benzyl)-2-pyrrolidin-1-yl-quinoline-3-carboxylic acid ethyl ester (50 mg, 0.117 mmol) and 1N NaOH. Pale yellow solid (13 mg, 28%). LC-MS (ESI): 401 (M+H)+.